This data is from the Open Reaction Database (ORD), a public repository of structured organic reaction records. The task is: describe an organic reaction: reactants, conditions, products, and yield Reactants: O=C(C(=O)OC)CCC (methyl 2-oxopentanoate), C(C)O (ethanol), C(C)O (ethanol), FC1=C(CN2N=C(C=3C2=NC=NC3)C(NN)=N)C=CC=C1 (1-(2-fluorobenzyl)-1H-pyrazolo[3,4-d]pyrimidine-3-carboximidohydrazide). Procedure: 0.916 g (7.035 mmol) of methyl 2-oxopentanoate in 15 ml of ethanol were initially introduced and heated to reflux. Then, 2.000 g (7.035 mmol) of 1-(2-fluorobenzyl)-1H-pyrazolo[3,4-d]pyrimidine-3-carboximidohydrazide suspended in 20 ml of ethanol were added and the mixture was heated under reflux overnight. After cooling, the mixture was filtered off with suction, and the filtercake was washed with a little ethanol and dried under high vacuum. This gave 1.75 g of the target compound (purity 92%; ... Reaction SMILES: O=[C:2]([CH2:7][CH2:8][CH3:9])[C:3]([O:5]C)=O.[F:10][C:11]1[CH:30]=[CH:29][CH:28]=[CH:27][C:12]=1[CH2:13][N:14]1[C:18]2=[N:19][CH:20]=N[CH:22]=[C:17]2[C:16]([C:23](=[NH:26])[NH:24][NH2:25])=[N:15]1.[CH2:31](O)C>>[F:10][C:11]1[CH:30]=[CH:29][CH:28]=[CH:27][C:12]=1[CH2:13][N:14]1[C:18]2=[N:19][CH:20]=[CH:31][CH:22]=[C:17]2[C:16]([C:23]2[N:24]=[N:25][C:2]([CH2:7][CH2:8][CH3:9])=[C:3]([OH:5])[N:26]=2)=[N:15]1. Yields the product FC1=C(CN2N=C(C=3C2=NC=CC3)C=3N=NC(=C(N3)O)CCC)C=CC=C1 (3-[1-(2-Fluorobenzyl)-1H-pyrazolo[3,4-b]pyridin-3-yl]-6-propyl-1,2,4-triazin-5-ol).